From a dataset of the Open Reaction Database (ORD), a public repository of structured organic reaction records. describe an organic reaction: reactants, conditions, products, and yield Reactants: CCOC(=O)C1CCN(c2cnc(NC3CC(CC)N(C(=O)OCC)c4ccc(OC)nc43)nc2Cc2cc(C(F)(F)F)cc(C(F)(F)F)c2)CC1, CCO, CCOC(C)=O. Product: CCOC(=O)N1c2ccc(OC)nc2C(Nc2ncc(N3CCC(C(=O)O)CC3)c(Cc3cc(C(F)(F)F)cc(C(F)(F)F)c3)n2)CC1CC. As a reaction SMILES: [CH2:1]([CH3:2])[O:3][C:4](=[O:5])[N:6]1[CH:7]([CH2:51][CH3:52])[CH2:8][CH:9]([NH:18][c:19]2[n:20][cH:21][c:22]([N:40]3[CH2:41][CH2:42][CH:43]([C:46](=[O:47])[O:48][CH2:49][CH3:50])[CH2:44][CH2:45]3)[c:23]([CH2:25][c:26]3[cH:27][c:28]([C:36]([F:37])([F:38])[F:39])[cH:29][c:30]([C:32]([F:33])([F:34])[F:35])[cH:31]3)[n:24]2)[c:10]2[n:11][c:12]([O:16][CH3:17])[cH:13][cH:14][c:15]21.[CH3:53][CH2:54][OH:55].[CH3:56][CH2:57][O:58][C:59](=[O:60])[CH3:61]>>[CH2:1]([CH3:2])[O:3][C:4](=[O:5])[N:6]1[CH:7]([CH2:51][CH3:52])[CH2:8][CH:9]([NH:18][c:19]2[n:20][cH:21][c:22]([N:40]3[CH2:41][CH2:42][CH:43]([C:46](=[O:47])[OH:48])[CH2:44][CH2:45]3)[c:23]([CH2:25][c:26]3[cH:27][c:28]([C:36]([F:37])([F:38])[F:39])[cH:29][c:30]([C:32]([F:33])([F:34])[F:35])[cH:31]3)[n:24]2)[c:10]2[n:11][c:12]([O:16][CH3:17])[cH:13][cH:14][c:15]21. The reactants are CC(C)(C)OC(=O)c1ccc(NCc2cc(Br)ccc2OCc2ccccc2)cc1, O=C([O-])[O-], COC(=O)c1ccc(CBr)cc1, CN(C)C=O, [K+], [K+], O. The product is COC(=O)c1ccc(CN(Cc2cc(Br)ccc2OCc2ccccc2)c2ccc(C(=O)OC(C)(C)C)cc2)cc1. As a reaction SMILES: [Br:1][c:2]1[cH:3][cH:4][c:5]([O:23][CH2:24][c:25]2[cH:26][cH:27][cH:28][cH:29][cH:30]2)[c:6]([CH2:7][NH:8][c:9]2[cH:10][cH:11][c:12]([C:13](=[O:14])[O:15][C:16]([CH3:17])([CH3:18])[CH3:19])[cH:20][cH:21]2)[cH:22]1.[C:43](=[O:44])([O-:45])[O-:46].[CH3:31][O:32][C:33]([c:34]1[cH:35][cH:36][c:37]([CH2:40][Br:41])[cH:38][cH:39]1)=[O:42].[CH3:50][N:51]([CH3:52])[CH:53]=[O:54].[K+:47].[K+:48].[OH2:49]>>[Br:1][c:2]1[cH:3][cH:4][c:5]([O:23][CH2:24][c:25]2[cH:26][cH:27][cH:28][cH:29][cH:30]2)[c:6]([CH2:7][N:8]([c:9]2[cH:10][cH:11][c:12]([C:13](=[O:14])[O:15][C:16]([CH3:17])([CH3:18])[CH3:19])[cH:20][cH:21]2)[CH2:40][c:37]2[cH:36][cH:35][c:34]([C:33]([O:32][CH3:31])=[O:42])[cH:39][cH:38]2)[cH:22]1. Starting materials: COC(=O)c1c(N)ncn1C1c2ccccc2CSC1(C)C, CC(C)(C)ON=O, C1CCOC1. Product: COC(=O)c1cncn1C1c2ccccc2CSC1(C)C. RXN SMILES: [CH3:1][O:2][C:3](=[O:4])[c:5]1[c:6]([NH2:22])[n:7][cH:8][n:9]1[CH:10]1[C:11]([CH3:20])([CH3:21])[S:12][CH2:13][c:14]2[cH:15][cH:16][cH:17][cH:18][c:19]21.[N:23]([O:24][C:25]([CH3:26])([CH3:27])[CH3:28])=[O:29].[O:30]1[CH2:31][CH2:32][CH2:33][CH2:34]1>>[CH3:1][O:2][C:3](=[O:4])[c:5]1[cH:6][n:7][cH:8][n:9]1[CH:10]1[C:11]([CH3:20])([CH3:21])[S:12][CH2:13][c:14]2[cH:15][cH:16][cH:17][cH:18][c:19]21. Starting materials: ClC=1C=C(C(=C(C(=O)OC)C1)O)C=O (methyl 5-chloro-3-formyl-2-hydroxybenzoate), C([O-])([O-])=O.[K+].[K+] (potassium carbonate), [I-].[Na+] (sodium iodide), BrCC(=O)OC (methyl bromoacetate). The solvent is CC(=O)C (acetone), CC(=O)C (acetone), CCCCCC.C(C)(=O)OCC (hexane ethyl acetate). Run at time 10 hour. The product is ClC=1C=C(C(=C(C(=O)OC)C1)OCC(=O)OC)C=O (methyl 5-chloro-3-formyl-2-(2-methoxy-2-oxoethoxy)benzoate). The yield is 75.6%. As a reaction SMILES: [Cl:1][C:2]1[CH:3]=[C:4]([CH:13]=[O:14])[C:5]([OH:12])=[C:6]([CH:11]=1)[C:7]([O:9][CH3:10])=[O:8].C(=O)([O-])[O-].[K+].[K+].[I-].[Na+].Br[CH2:24][C:25]([O:27][CH3:28])=[O:26]>CC(C)=O.CCCCCC.C(OCC)(=O)C>[Cl:1][C:2]1[CH:3]=[C:4]([CH:13]=[O:14])[C:5]([O:12][CH2:24][C:25]([O:27][CH3:28])=[O:26])=[C:6]([CH:11]=1)[C:7]([O:9][CH3:10])=[O:8] |f:1.2.3,4.5,8.9|. Reported procedure: A solution of methyl 5-chloro-3-formyl-2-hydroxybenzoate (6.4 g, 30 mmol) in acetone (50 mL) was added with potassium carbonate (7.4 g, 54 mmol), the mixture was successively added with sodium iodide (0.60 g, 3.0 mmol) and methyl bromoacetate (6.9 g, 45 mmol), and the mixture was stirred at room temperature for 10 hours, and then refluxed for 5 hours by heating. The reaction mixture was cooled to room temperature, and then added with acetone, and the mixture was filtered through Celite. The solv... Starting materials: CCN(C(C)C)C(C)C, ClCc1nc2cccnc2s1, N#Cc1ccccc1N1CCNCC1. Yields the product N#Cc1ccccc1N1CCN(Cc2nc3cccnc3s2)CC1. As a reaction SMILES: [CH:26]([N:27]([CH2:28][CH3:29])[CH:30]([CH3:31])[CH3:32])([CH3:33])[CH3:34].[Cl:1][CH2:2][c:3]1[s:4][c:5]2[n:6][cH:7][cH:8][cH:9][c:10]2[n:11]1.[N:12]1([c:18]2[c:19]([C:20]#[N:21])[cH:22][cH:23][cH:24][cH:25]2)[CH2:13][CH2:14][NH:15][CH2:16][CH2:17]1>>[CH2:2]([c:3]1[s:4][c:5]2[n:6][cH:7][cH:8][cH:9][c:10]2[n:11]1)[N:15]1[CH2:14][CH2:13][N:12]([c:18]2[c:19]([C:20]#[N:21])[cH:22][cH:23][cH:24][cH:25]2)[CH2:17][CH2:16]1. The reactants are Cl.CNO (methylhydroxylamine HCl salt), C[O-].[Na+] (NaOMe), OC=1C=C2\C(\CC(OC2=CC1)C1=CC=CC=C1)=N\C#N ((E)-N-(6-hydroxy-2-phenylchroman-4-ylidene)cyanamide). The solvent is CO (MeOH). Reaction conditions: time 10 minute. Yields the product NC=1N(OC2(N1)CC(OC1=CC=C(C=C12)O)C1=CC=CC=C1)C (3′-amino-2′-methyl-2-phenyl-2′H-spiro[chroman-4,5′-[1,2,4]oxadiazol]-6-ol). The yield is 19.7%. As a reaction SMILES: Cl.[CH3:2][NH:3][OH:4].C[O-].[Na+].[OH:8][C:9]1[CH:10]=[C:11]2[C:16](=[CH:17][CH:18]=1)[O:15][CH:14]([C:19]1[CH:24]=[CH:23][CH:22]=[CH:21][CH:20]=1)[CH2:13]/[C:12]/2=[N:25]\[C:26]#[N:27]>CO>[NH2:27][C:26]1[N:3]([CH3:2])[O:4][C:12]2([C:11]3[C:16](=[CH:17][CH:18]=[C:9]([OH:8])[CH:10]=3)[O:15][CH:14]([C:19]3[CH:24]=[CH:23][CH:22]=[CH:21][CH:20]=3)[CH2:13]2)[N:25]=1 |f:0.1,2.3|. Procedure: To a solution of methylhydroxylamine HCl salt (28 mg, 0.326 mmol) in anhydrous MeOH (8 mL) was added NaOMe (25 wt. % in MeOH, 15.83 mg, 0.294 mmol), followed by (E)-N-(6-hydroxy-2-phenylchroman-4-ylidene)cyanamide (86 mg, 0.326 mmol). After stirred 10 minutes, the solvent was removed in vacuum. The residue was dissolved in DCM (15 mL) and filtered, and the solvent was removed in vacuum to give the crude product, which was purified by preparative TLC to give 3′-amino-2′-methyl-2-phenyl-2′H-spiro[... Reactants: COc1cc2nccc(Oc3ccc(N)cc3C)c2cc1OC, Cc1ccccc1, CCO, O=C(N=C=S)c1ccc([N+](=O)[O-])cc1. Product: COc1cc2nccc(Oc3ccc(NC(=S)NC(=O)c4ccc([N+](=O)[O-])cc4)cc3C)c2cc1OC. As a reaction SMILES: [CH3:15][O:16][c:17]1[cH:18][c:19]2[c:20]([O:29][c:30]3[c:31]([CH3:37])[cH:32][c:33]([NH2:34])[cH:35][cH:36]3)[cH:21][cH:22][n:23][c:24]2[cH:25][c:26]1[O:27][CH3:28].[CH3:38][c:39]1[cH:40][cH:41][cH:42][cH:43][cH:44]1.[CH3:45][CH2:46][OH:47].[N+:1](=[O:2])([O-:3])[c:4]1[cH:5][cH:6][c:7]([C:10](=[O:11])[N:12]=[C:13]=[S:14])[cH:8][cH:9]1>>[N+:1](=[O:2])([O-:3])[c:4]1[cH:5][cH:6][c:7]([C:10](=[O:11])[NH:12][C:13](=[S:14])[NH:34][c:33]2[cH:32][c:31]([CH3:37])[c:30]([O:29][c:20]3[c:19]4[cH:18][c:17]([O:16][CH3:15])[c:26]([O:27][CH3:28])[cH:25][c:24]4[n:23][cH:22][cH:21]3)[cH:36][cH:35]2)[cH:8][cH:9]1. The reactants are O=C([O-])[O-], CCOC(=O)CBr, CC(C)=O, CCOC(C)=O, O=C(c1c(O)cccc1O)C1CC1, [K+], [K+]. The product is CCOC(=O)COc1cccc(O)c1C(=O)C1CC1. RXN SMILES: [C:14](=[O:15])([O-:16])[O-:17].[CH2:20]([CH3:21])[O:22][C:23]([CH2:24][Br:25])=[O:26].[CH3:27][C:28](=[O:29])[CH3:30].[CH3:31][CH2:32][O:33][C:34](=[O:35])[CH3:36].[CH:1]1([C:4](=[O:5])[c:6]2[c:7]([OH:13])[cH:8][cH:9][cH:10][c:11]2[OH:12])[CH2:2][CH2:3]1.[K+:18].[K+:19]>>[CH:1]1([C:4](=[O:5])[c:6]2[c:7]([O:13][CH2:24][C:23]([O:22][CH2:20][CH3:21])=[O:26])[cH:8][cH:9][cH:10][c:11]2[OH:12])[CH2:2][CH2:3]1. Starting materials: BrC=1C(=CC(=C(C=O)C1)OC)OC (5-bromo-2,4-dimethoxybenzaldehyde), CC1=CC=C(S1)B(O)O (5-methyl-thiophene-2-boronic acid). Yields the product COC1=C(C=O)C=C(C(=C1)OC)C=1SC(=CC1)C (2,4-Dimethoxy-5-(5-methyl-thiophen-2-yl)-benzaldehyde). Yield: 100.0%. Reaction SMILES: Br[C:2]1[C:3]([O:12][CH3:13])=[CH:4][C:5]([O:10][CH3:11])=[C:6]([CH:9]=1)[CH:7]=[O:8].[CH3:14][C:15]1[S:19][C:18](B(O)O)=[CH:17][CH:16]=1>>[CH3:11][O:10][C:5]1[CH:4]=[C:3]([O:12][CH3:13])[C:2]([C:18]2[S:19][C:15]([CH3:14])=[CH:16][CH:17]=2)=[CH:9][C:6]=1[CH:7]=[O:8]. Procedure: Ex-40A: 2,4-Dimethoxy-5-(5-methyl-thiophen-2-yl)-benzaldehyde was prepared from 5-bromo-2,4-dimethoxybenzaldehyde and 5-methyl-thiophene-2-boronic acid in a similar manner as described in Ex-3A, 100% yield. 1H-NMR (CDCl3) δ 10.33 (s, 1H), 8.05 (s, 1H), 7.22 (d, J=4 Hz, 1H), 6.72 (d, J=4 Hz, 1H), 6.49 (s, 1H), 4.00 (s, 3H), 3.97 (s, 3H), 2.50 (s, 3H). HMRS (EI) calcd. for C14H14O3S: 262.0664; found: 262.0665.